From a dataset of the Open Reaction Database (ORD), a public repository of structured organic reaction records. describe an organic reaction: reactants, conditions, products, and yield Starting materials: ClCCl, CSc1cccc2c1C(=O)N1CCCC1c1c(C(=O)OC(C)(C)C)ncn1-2, O=C(OO)c1cccc(Cl)c1, [Na+], [OH-]. Yields the product CC(C)(C)OC(=O)c1ncn2c1C1CCCN1C(=O)c1c-2cccc1S(C)(=O)=O. RXN SMILES: [CH2:41]([Cl:42])[Cl:43].[CH3:1][S:2][c:3]1[cH:4][cH:5][cH:6][c:7]2[c:8]1[C:9](=[O:27])[N:10]1[CH:11]([c:12]3[n:13]-2[cH:14][n:15][c:16]3[C:17](=[O:18])[O:19][C:20]([CH3:21])([CH3:22])[CH3:23])[CH2:24][CH2:25][CH2:26]1.[Cl:28][c:29]1[cH:30][cH:31][cH:32][c:33]([C:34]([O:35][OH:37])=[O:36])[cH:38]1.[Na+:40].[OH-:39]>>[CH3:1][S:2]([c:3]1[cH:4][cH:5][cH:6][c:7]2[c:8]1[C:9](=[O:27])[N:10]1[CH:11]([c:12]3[n:13]-2[cH:14][n:15][c:16]3[C:17](=[O:18])[O:19][C:20]([CH3:21])([CH3:22])[CH3:23])[CH2:24][CH2:25][CH2:26]1)(=[O:36])=[O:39]. The reactants are FCCBr, N#CC(C#N)Cc1cccc(Br)c1, CN(C)C=O, [H-], [Na+]. The product is N#CC(C#N)(CCF)Cc1cccc(Br)c1. RXN SMILES: [Br:16][CH2:17][CH2:18][F:19].[Br:1][c:2]1[cH:3][c:4]([CH2:5][CH:6]([C:7]#[N:8])[C:9]#[N:10])[cH:11][cH:12][cH:13]1.[CH3:20][N:21]([CH3:22])[CH:23]=[O:24].[H-:14].[Na+:15]>>[Br:1][c:2]1[cH:3][c:4]([CH2:5][C:6]([C:7]#[N:8])([C:9]#[N:10])[CH2:17][CH2:18][F:19])[cH:11][cH:12][cH:13]1. The reactants are CCN, CCC(C)=O, CSc1c(Cl)nc(Cl)nc1Cl. The product is CCNc1nc(Cl)c(SC)c(Cl)n1. RXN SMILES: [CH3:12][CH2:13][NH2:14].[CH3:15][C:16]([CH2:17][CH3:18])=[O:19].[Cl:1][c:2]1[n:3][c:4]([Cl:11])[c:5]([S:9][CH3:10])[c:6]([Cl:8])[n:7]1>>[c:2]1([NH:14][CH2:13][CH3:12])[n:3][c:4]([Cl:11])[c:5]([S:9][CH3:10])[c:6]([Cl:8])[n:7]1. Reactants: CCOC(=O)c1cnc2c(C)csc2c1Cl, CO, COc1ccccc1, Cc1ccccc1N. Product: CCOC(=O)c1cnc2c(C)csc2c1Nc1ccccc1C. Reaction SMILES: [CH3:1][c:2]1[cH:3][s:4][c:5]2[c:6]1[n:7][cH:8][c:9]([C:12](=[O:13])[O:14][CH2:15][CH3:16])[c:10]2[Cl:11].[CH3:25][OH:26].[CH3:27][O:28][c:29]1[cH:30][cH:31][cH:32][cH:33][cH:34]1.[NH2:17][c:18]1[c:19]([CH3:24])[cH:20][cH:21][cH:22][cH:23]1>>[CH3:1][c:2]1[cH:3][s:4][c:5]2[c:6]1[n:7][cH:8][c:9]([C:12](=[O:13])[O:14][CH2:15][CH3:16])[c:10]2[NH:17][c:18]1[c:19]([CH3:24])[cH:20][cH:21][cH:22][cH:23]1. The reactants are C(C)OC(=O)C1(CN(CCC1)CC1COC2=C(O1)C=CC=C2)CC=C (3-allyl-1-(2,3-dihydrobenzo[1,4]dioxin-2-ylmethyl)-piperidine-3-carboxylic acid ethyl ester), O1C(COC2=C1C=CC=C2)CN2CC(CCC2)(C)CO ([1-(2,3-dihydrobenzo[1,4]dioxin-2-ylmethyl)-3-methylpiperidin-3-yl]methanol). Yields the product C(C=C)C1(CN(CCC1)CC1COC2=C(O1)C=CC=C2)CO ([3-Allyl-1-(2,3-dihydrobenzo[1,4]dioxin-2-ylmethyl)piperidin-3-yl]methanol). RXN SMILES: C([O:3][C:4]([C:6]1([CH2:23][CH:24]=[CH2:25])[CH2:11][CH2:10][CH2:9][N:8]([CH2:12][CH:13]2[O:18][C:17]3[CH:19]=[CH:20][CH:21]=[CH:22][C:16]=3[O:15][CH2:14]2)[CH2:7]1)=O)C.O1C2C=CC=CC=2OCC1CN1CCCC(CO)(C)C1>>[CH2:23]([C:6]1([CH2:4][OH:3])[CH2:11][CH2:10][CH2:9][N:8]([CH2:12][CH:13]2[O:18][C:17]3[CH:19]=[CH:20][CH:21]=[CH:22][C:16]=3[O:15][CH2:14]2)[CH2:7]1)[CH:24]=[CH2:25]. Reported procedure: Prepared from 3-allyl-1-(2,3-dihydrobenzo[1,4]dioxin-2-ylmethyl)-piperidine-3-carboxylic acid ethyl ester using the procedure described for [1-(2,3-dihydrobenzo[1,4]dioxin-2-ylmethyl)-3-methylpiperidin-3-yl]methanol. Reactants: CC=1SC(=C2N=C3N(C(C21)=O)C=C(C=C3)C(=O)N)C (1,3-dimethyl-10-oxo-10H-pyrido[1,2-a]thieno[3,4-d]pyrimidine-7-carboxamide), P(=O)(Cl)(Cl)Cl (phosphorus oxychloride), C(Cl)(Cl)Cl (chloroform). Run in N1=CC=CC=C1 (pyridine). Yields the product CC=1SC(=C2N=C3N(C(C21)=O)C=C(C=C3)C#N)C (1,3-dimethyl-10-oxo-10H-pyrido[1,2-a]thieno[3,4-d]pyrimidine-7-carbonitrile). As a reaction SMILES: [CH3:1][C:2]1[S:3][C:4]([CH3:19])=[C:5]2[C:10]=1[C:9](=[O:11])[N:8]1[CH:12]=[C:13]([C:16]([NH2:18])=O)[CH:14]=[CH:15][C:7]1=[N:6]2.P(Cl)(Cl)(Cl)=O.C(Cl)(Cl)Cl>N1C=CC=CC=1>[CH3:1][C:2]1[S:3][C:4]([CH3:19])=[C:5]2[C:10]=1[C:9](=[O:11])[N:8]1[CH:12]=[C:13]([C:16]#[N:18])[CH:14]=[CH:15][C:7]1=[N:6]2. Procedure details: 1,3-Dimethyl-10-oxo-10H-pyrido[1,2-a]thieno[3,4-d]pyrimidine-7-carboxamide (Example 50), 0.6 g (0.0022 mol), in 10 ml of pyridine, 25 ml of phosphorus oxychloride and 25 ml of chloroform is refluxed on a steam bath for two hours. The solvents are evaporated in vacuo and the residue is treated with 100 ml of water. The resulting precipitate is filtered to give 0.3 g of 1,3-dimethyl-10-oxo-10H-pyrido[1,2-a]thieno[3,4-d]pyrimidine-7-carbonitrile with methanol (1:0.125); mp 242°-244° C. after recrys... The reactants are CO, CCO, [H][H], O=C(O)C1CCCN1C(=O)CP(=O)(CCc1ccccc1)OCc1ccccc1. Yields the product O=C(O)C1CCCN1C(=O)CP(=O)(O)CCc1ccccc1. As a reaction SMILES: [CH3:32][OH:33].[CH3:34][CH2:35][OH:36].[H:30][H:31].[c:1]1([CH2:7][CH2:8][P:9](=[O:10])([O:11][CH2:12][c:13]2[cH:14][cH:15][cH:16][cH:17][cH:18]2)[CH2:19][C:20](=[O:21])[N:22]2[CH:23]([C:24](=[O:25])[OH:26])[CH2:27][CH2:28][CH2:29]2)[cH:2][cH:3][cH:4][cH:5][cH:6]1>>[c:1]1([CH2:7][CH2:8][P:9](=[O:10])([OH:11])[CH2:19][C:20](=[O:21])[N:22]2[CH:23]([C:24](=[O:25])[OH:26])[CH2:27][CH2:28][CH2:29]2)[cH:2][cH:3][cH:4][cH:5][cH:6]1. Reactants: S1C=CC=2NCCCCC21 (5,6,7,8-tetrahydro-4H-thieno[3,2-b]azepine), C(C)(C)N(C(C)C)CC (N,N-diisopropylethylamine), N1=C(C=CC=C1)C1=CC=C(S1)C(=O)Cl (5-(2-pyridinyl)thiophene-2-carbonyl chloride). The solvent is C(Cl)Cl (CH2Cl2), O (water), ClCCl (dichloromethane). Run at time 16 hour. Product: N1=C(C=CC=C1)C1=CC=C(S1)C(=O)N1C2=C(CCCC1)SC=C2 (4-[5-(2-Pyridinyl)thien-2-ylcarbonyl]-5,6,7,8-tetrahydro-4H-thieno[3,2-b]azepine). Isolated yield 94.9%. As a reaction SMILES: [S:1]1[C:10]2[CH2:9][CH2:8][CH2:7][CH2:6][NH:5][C:4]=2[CH:3]=[CH:2]1.C(N(CC)C(C)C)(C)C.[N:20]1[CH:25]=[CH:24][CH:23]=[CH:22][C:21]=1[C:26]1[S:30][C:29]([C:31](Cl)=[O:32])=[CH:28][CH:27]=1>ClCCl.O>[N:20]1[CH:25]=[CH:24][CH:23]=[CH:22][C:21]=1[C:26]1[S:30][C:29]([C:31]([N:5]2[CH2:6][CH2:7][CH2:8][CH2:9][C:10]3[S:1][CH:2]=[CH:3][C:4]2=3)=[O:32])=[CH:28][CH:27]=1. Procedure: To a cooled solution (0° C.) of 0.23 g of 5,6,7,8-tetrahydro-4H-thieno[3,2-b]azepine, 523 μl of N,N-diisopropylethylamine in 5 ml of dichloromethane is added 0.436 g of 5-(2-pyridinyl)thiophene-2-carbonyl chloride. The mixture is stirred at room temperature for 16 hours under argon and diluted with 40 ml of CH2Cl2 and 20 ml of water. The organic layer is separated and washed with 20 ml each of 1N NaHCO3, brine and dried (Na2 SO4). The solution is filtered through a thin pad of hydrous magnesium ... Starting materials: CN(C)C=O, Cc1cc(=O)n(-c2cc(OC(C)C)c(Cl)cc2F)c(=O)[nH]1, FC(F)Cl, Cl, [H-], [Na+], O. Product: Cc1cc(=O)n(-c2cc(OC(C)C)c(Cl)cc2F)c(=O)n1C(F)F. As a reaction SMILES: [CH3:29][N:30]([CH3:31])[CH:32]=[O:33].[Cl:1][c:2]1[cH:3][c:4]([F:21])[c:5](-[n:12]2[c:13](=[O:20])[nH:14][c:15]([CH3:19])[cH:16][c:17]2=[O:18])[cH:6][c:7]1[O:8][CH:9]([CH3:10])[CH3:11].[Cl:24][CH:25]([F:26])[F:27].[ClH:28].[H-:22].[Na+:23].[OH2:34]>>[Cl:1][c:2]1[cH:3][c:4]([F:21])[c:5](-[n:12]2[c:13](=[O:20])[n:14]([CH:25]([F:26])[F:27])[c:15]([CH3:19])[cH:16][c:17]2=[O:18])[cH:6][c:7]1[O:8][CH:9]([CH3:10])[CH3:11].